From a dataset of the Open Reaction Database (ORD), a public repository of structured organic reaction records. describe an organic reaction: reactants, conditions, products, and yield Starting materials: CCc1c(Sc2cc(C)cc(C)c2)[nH]c(=O)[nH]c1=O, ClCc1nc2ccccc2o1. Yields the product CCc1c(Sc2cc(C)cc(C)c2)n(Cc2nc3ccccc3o2)c(=O)[nH]c1=O. RXN SMILES: [CH2:1]([CH3:2])[c:3]1[c:4](=[O:19])[nH:5][c:6](=[O:18])[nH:7][c:8]1[S:9][c:10]1[cH:11][c:12]([CH3:17])[cH:13][c:14]([CH3:16])[cH:15]1.[Cl:20][CH2:21][c:22]1[o:23][c:24]2[c:25]([n:26]1)[cH:27][cH:28][cH:29][cH:30]2>>[CH2:1]([CH3:2])[c:3]1[c:4](=[O:19])[nH:5][c:6](=[O:18])[n:7]([CH2:21][c:22]2[o:23][c:24]3[c:25]([n:26]2)[cH:27][cH:28][cH:29][cH:30]3)[c:8]1[S:9][c:10]1[cH:11][c:12]([CH3:17])[cH:13][c:14]([CH3:16])[cH:15]1. Starting materials: O=[O+][O-] (Ozone), C(CC)C(C(=O)OC)CCCC=C (methyl 2-propyl-6-heptenoate), O (water), starch, CCOCC (Ether), CCOCC (ether). The reagents and catalysts are [Zn] (zinc). Run in C(C)(=O)O (acetic acid). Product: C(=O)CCCC(C(=O)OC)CCC (methyl 5-formyl-2-propylpentanoate). RXN SMILES: O=[O+][O-].[CH2:4]([CH:7]([CH2:12][CH2:13][CH2:14][CH:15]=C)[C:8]([O:10][CH3:11])=[O:9])[CH2:5][CH3:6].CC[O:19]CC.O>C(O)(=O)C.[Zn]>[CH:15]([CH2:14][CH2:13][CH2:12][CH:7]([CH2:4][CH2:5][CH3:6])[C:8]([O:10][CH3:11])=[O:9])=[O:19]. Reported procedure: Ozone stream was bubled into a solution of methyl 2-propyl-6-heptenoate (2 g) in glacial acetic acid (80 ml) for 55 minutes at room temperature. Ether (100 ml) was added to the resulting mixture, followed by the portionwise addition of zinc powder (10 g) and water (1.1 ml) under cooling. The mixture was heated under reflux until KI-starch test became negative. After cooling, ether (100 ml) was added to the mixture, which was then filtered. The organic layer was separated, washed with water, drie... Starting materials: N#Cc1cccc(-n2c(=O)c3c(Cc4ccccc4)n[nH]c3c3cccnc32)c1, CS(C)=O, O, O=S(=O)(O)O. Product: O=C(O)c1cccc(-n2c(=O)c3c(Cc4ccccc4)n[nH]c3c3cccnc32)c1. As a reaction SMILES: [CH2:1]([c:2]1[cH:3][cH:4][cH:5][cH:6][cH:7]1)[c:8]1[n:9][nH:10][c:11]2[c:12]1[c:13](=[O:29])[n:14](-[c:21]1[cH:22][c:23]([C:27]#[N:28])[cH:24][cH:25][cH:26]1)[c:15]1[n:16][cH:17][cH:18][cH:19][c:20]21.[CH3:36][S:37]([CH3:38])=[O:39].[OH2:35].[S:30]([OH:31])(=[O:32])(=[O:33])[OH:34]>>[CH2:1]([c:2]1[cH:3][cH:4][cH:5][cH:6][cH:7]1)[c:8]1[n:9][nH:10][c:11]2[c:12]1[c:13](=[O:29])[n:14](-[c:21]1[cH:22][c:23]([C:27]([OH:31])=[O:35])[cH:24][cH:25][cH:26]1)[c:15]1[n:16][cH:17][cH:18][cH:19][c:20]21. Reactants: COC(=O)Nc1cccc(C)c1CCl, CN(C)C=O, [K], O, C#CCc1c(C)nc2c(O)cccn12. The product is C#CCc1c(C)nc2c(OCc3c(C)cccc3NC(=O)OC)cccn12. RXN SMILES: [CH3:16][O:17][C:18](=[O:19])[NH:20][c:21]1[c:22]([CH2:23][Cl:24])[c:25]([CH3:29])[cH:26][cH:27][cH:28]1.[CH3:31][N:32]([CH3:33])[CH:34]=[O:35].[K:15].[OH2:30].[OH:1][c:2]1[c:3]2[n:4]([cH:5][cH:6][cH:7]1)[c:8]([CH2:12][C:13]#[CH:14])[c:9]([CH3:11])[n:10]2>>[O:1]([c:2]1[c:3]2[n:4]([cH:5][cH:6][cH:7]1)[c:8]([CH2:12][C:13]#[CH:14])[c:9]([CH3:11])[n:10]2)[CH2:23][c:22]1[c:21]([NH:20][C:18]([O:17][CH3:16])=[O:19])[cH:28][cH:27][cH:26][c:25]1[CH3:29]. The reactants are [Br-], C#Cc1ccc(Br)cc1, CCCC[Si](C)(C)Cl, C1CCOC1, CC(C)[Mg+]. The product is CCCC[Si](C)(C)C#Cc1ccc(Br)cc1. As a reaction SMILES: [Br-:1].[Br:6][c:7]1[cH:8][cH:9][c:10]([C:13]#[CH:14])[cH:11][cH:12]1.[CH2:15]([CH2:16][CH2:17][CH3:18])[Si:19]([CH3:20])([CH3:21])[Cl:22].[CH2:23]1[O:24][CH2:25][CH2:26][CH2:27]1.[CH:2]([Mg+:3])([CH3:4])[CH3:5]>>[Br:6][c:7]1[cH:8][cH:9][c:10]([C:13]#[C:14][Si:19]([CH2:15][CH2:16][CH2:17][CH3:18])([CH3:20])[CH3:21])[cH:11][cH:12]1.